Dataset: the Open Reaction Database (ORD), a public repository of structured organic reaction records. Task: describe an organic reaction: reactants, conditions, products, and yield Starting materials: C=Cc1n[nH]c2ccc(Nc3nnc(Cc4cccc(OC)c4)o3)cc12, CO. Product: CCc1n[nH]c2ccc(Nc3nnc(Cc4cccc(OC)c4)o3)cc12. Reaction SMILES: [CH3:1][O:2][c:3]1[cH:4][c:5]([CH2:6][c:7]2[n:8][n:9][c:10]([NH:12][c:13]3[cH:14][c:15]4[c:16]([CH:22]=[CH2:23])[n:17][nH:18][c:19]4[cH:20][cH:21]3)[o:11]2)[cH:24][cH:25][cH:26]1.[CH3:27][OH:28]>>[CH3:1][O:2][c:3]1[cH:4][c:5]([CH2:6][c:7]2[n:8][n:9][c:10]([NH:12][c:13]3[cH:14][c:15]4[c:16]([CH2:22][CH3:23])[n:17][nH:18][c:19]4[cH:20][cH:21]3)[o:11]2)[cH:24][cH:25][cH:26]1. The reactants are C(O)([O-])=O.[Na+] (sodium hydrogen carbonate), BrBr (Bromine), FC1=CC=C(C=C1)C1=CC=2N(N=C1)C=CN2 (7-(4-fluorophenyl)imidazo[1,2-b]pyridazine), C(C)(=O)[O-].[Na+] (sodium acetate). Run in C(C)(=O)OCC (ethyl acetate), C(C)(=O)O (Acetic Acid). Conditions: time 1 hour. The product is BrC1=CN=C2N1N=CC(=C2)C2=CC=C(C=C2)F (3-Bromo-7-(4-fluorophenyl)imidazo[1,2-b]pyridazine). As a reaction SMILES: [Br:1]Br.[F:3][C:4]1[CH:9]=[CH:8][C:7]([C:10]2[CH:15]=[N:14][N:13]3[CH:16]=[CH:17][N:18]=[C:12]3[CH:11]=2)=[CH:6][CH:5]=1.C([O-])(=O)C.[Na+].C(=O)([O-])O.[Na+]>C(O)(=O)C.C(OCC)(=O)C>[Br:1][C:16]1[N:13]2[N:14]=[CH:15][C:10]([C:7]3[CH:6]=[CH:5][C:4]([F:3])=[CH:9][CH:8]=3)=[CH:11][C:12]2=[N:18][CH:17]=1 |f:2.3,4.5|. Procedure details: Bromine (0.12 mL, 2.34 mmol) was added dropwise to a stirred mixture of 7-(4-fluorophenyl)imidazo[1,2-b]pyridazine (500 mg, 2.34 mmol) and sodium acetate (289 mg, 3.52 mmol) in Acetic Acid (12 mL) and the mixture was stirred at room temperature for 1 h. The mixture was poured into ethyl acetate and aqueous sodium hydrogen carbonate (50 mL) and extracted with ethyl acetate (3×50 mL). The combined organics were washed with water, dried over anhydrous MgSO4, filtered, and concentrated under reduced... Reactants: ClC1=C(N)C(=CC=C1Cl)[N+](=O)[O-] (2,3-Dichloro-6-nitroaniline), C(C)O (ethanol), [H][H] (hydrogen). The reagents and catalysts are [Ni] (Raney-nickel). Run in O (water), hexanes. Reaction conditions: time 8 hour. The product is ClC=1C(=C(C=CC1Cl)N)N (3,4-Dichloro-1,2-phenylenediamine). Yield: 94.8%. Reaction SMILES: [Cl:1][C:2]1[C:8]([Cl:9])=[CH:7][CH:6]=[C:5]([N+:10]([O-])=O)[C:3]=1[NH2:4].C(O)C.[H][H]>O.[Ni]>[Cl:1][C:2]1[C:3]([NH2:4])=[C:5]([NH2:10])[CH:6]=[CH:7][C:8]=1[Cl:9]. Reported procedure: 2,3-Dichloro-6-nitroaniline (20.11 g, 97.14 mmol), Raney-nickel (4.78 g of a 50% slurry in water), and ethanol (250 mL) were combined in an autoclave which was presssurized to 150 psig with hydrogen The resulting reaction mixture was allowed to stir at RT overnight. The mixture was then filtered through a pad of celite, which was subsequently washed with several portions of methanol, and the solvents were removed by rotary evaporation to leave a dark brown solid. The solid was slurried and in he... Starting materials: C(C1=CC=CC=C1)N([C@@H](CCCNC(=O)OC(C)(C)C)CO)C (Nα-benzyl-Nδ-Boc-Nα-methylornithinol), C1=C(C=CC2=CC=CC=C12)O (2-naphthol), C1(=CC=CC=C1)P(C1=CC=CC=C1)C1=CC=CC=C1 (triphenylphosphine), C(C)(C)NC(=O)N=NC(=O)NC(C)C (N,N′-diisopropylazodicarboxamide). The solvent is ClCCl (dichloromethane), ClCCl (dichloromethane). Yields the product C1=C(C=CC2=CC=CC=C12)OC([C@@H](N(C)CC1=CC=CC=C1)CCCNC(=O)OC(C)(C)C)=O (Nα-Benzyl-Nδ-Boc-Nα-Methylornithinyl 2-Naphthyl Ether). Yield: 37.3%. As a reaction SMILES: [CH2:1]([N:8]([CH3:23])[C@H:9]([CH2:21][OH:22])[CH2:10][CH2:11][CH2:12][NH:13][C:14]([O:16][C:17]([CH3:20])([CH3:19])[CH3:18])=[O:15])[C:2]1[CH:7]=[CH:6][CH:5]=[CH:4][CH:3]=1.[CH:24]1[C:33]2[C:28](=[CH:29][CH:30]=[CH:31][CH:32]=2)[CH:27]=[CH:26][C:25]=1[OH:34].C1(P(C2C=CC=CC=2)C2C=CC=CC=2)C=CC=CC=1.C(NC(N=NC(NC(C)C)=O)=O)(C)C>ClCCl>[CH:24]1[C:33]2[C:28](=[CH:29][CH:30]=[CH:31][CH:32]=2)[CH:27]=[CH:26][C:25]=1[O:34][C:21](=[O:22])[C@H:9]([CH2:10][CH2:11][CH2:12][NH:13][C:14]([O:16][C:17]([CH3:19])([CH3:18])[CH3:20])=[O:15])[N:8]([CH2:1][C:2]1[CH:7]=[CH:6][CH:5]=[CH:4][CH:3]=1)[CH3:23]. Procedure: A μιξτυρε Oφ Nα-benzyl-Nδ-Boc-Nα-methylornithinol (168 mg), dichloromethane (10 ml), 2-naphthol (91 mg), triphenylphosphine (165 mg), and N,N′-diisopropylazodicarboxamide (124 μl) was stirred for 12 hrs at 25° C., under nitrogen. The reaction mixture was poured into dichloromethane and washed successively with saturated sodium bicarbonate and brine. The organic phase was then dried over anhydrous sodium sulfate and concentrated in vacuo. Further purification by flash chromatography gave the titl... Reactants: O=C(O)C(=O)O, CCN=C=O, CCCNN, [Na+], [Na+], O=C([O-])[O-], C1CCOC1, O. Yields the product CCCN(N)C(=O)NCC. RXN SMILES: [C:1]([OH:2])(=[O:3])[C:4]([OH:5])=[O:6].[CH2:18]([CH3:19])[N:20]=[C:21]=[O:22].[CH2:7]([CH2:8][CH3:9])[NH:10][NH2:11].[Na+:12].[Na+:13].[O-:14][C:15](=[O:16])[O-:17].[O:24]1[CH2:25][CH2:26][CH2:27][CH2:28]1.[OH2:23]>>[CH2:7]([CH2:8][CH3:9])[N:10]([NH2:11])[C:21]([NH:20][CH2:18][CH3:19])=[O:22]. Reported procedure: A mixture of benzhydryl 7-[4-chloro-2-(methoxycarbonylmethoxyimino)-3-oxobutyramido]-3-methylthio-3-cephem-4-carboxylate (syn isomer) (18.97 g), thiourea (4.56 g) and sodium acetate (7.38 g) in tetrahydrofuran (150 ml) and water (80 ml) was stirred at 40° to 45° C. for 2 hours. Ethyl acetate (300 ml) was added to the reaction mixture at room temperature and the organic layer was separated. The organic layer was washed with brine and dried over magnesium sulfate. The solution was evaporated and t... The solvent is O1CCCC1 (tetrahydrofuran), O (water). Product: NC=1SC=C(N1)C(C(=O)NC1[C@@H]2N(C(=C(CS2)C)C(=S)OC(C2=CC=CC=C2)C2=CC=CC=C2)C1=O)=NOCC(=O)OC (benzhydryl 7-[2-(2-aminothiazol-4-yl)-2-(methoxycarbonylmethoxyimino)acetamido]-3-methylthio-3-cephem-4-carboxylate). The yield is 89.1%. Run at time 2 hour. Starting materials: ClCC(C(C(=O)NC1[C@@H]2N(C(=C(CS2)C)C(=S)OC(C2=CC=CC=C2)C2=CC=CC=C2)C1=O)=NOCC(=O)OC)=O (benzhydryl 7-[4-chloro-2-(methoxycarbonylmethoxyimino)-3-oxobutyramido]-3-methylthio-3-cephem-4-carboxylate), NC(=S)N (thiourea), C(C)(=O)[O-].[Na+] (sodium acetate), C(C)(=O)OCC (Ethyl acetate). As a reaction SMILES: Cl[CH2:2][C:3](=O)[C:4](=[N:34][O:35][CH2:36][C:37]([O:39][CH3:40])=[O:38])[C:5]([NH:7][CH:8]1[C:32](=[O:33])[N:10]2[C:11]([C:16]([O:18][CH:19]([C:26]3[CH:31]=[CH:30][CH:29]=[CH:28][CH:27]=3)[C:20]3[CH:25]=[CH:24][CH:23]=[CH:22][CH:21]=3)=[S:17])=[C:12]([CH3:15])[CH2:13][S:14][C@H:9]12)=[O:6].[NH2:42][C:43]([NH2:45])=[S:44].C([O-])(=O)C.[Na+].C(OCC)(=O)C>O1CCCC1.O>[NH2:45][C:43]1[S:44][CH:2]=[C:3]([C:4](=[N:34][O:35][CH2:36][C:37]([O:39][CH3:40])=[O:38])[C:5]([NH:7][CH:8]2[C:32](=[O:33])[N:10]3[C:11]([C:16]([O:18][CH:19]([C:26]4[CH:27]=[CH:28][CH:29]=[CH:30][CH:31]=4)[C:20]4[CH:21]=[CH:22][CH:23]=[CH:24][CH:25]=4)=[S:17])=[C:12]([CH3:15])[CH2:13][S:14][C@H:9]23)=[O:6])[N:42]=1 |f:2.3|. The reactants are Br.Br.CC(CCN)(C)N (3-methylbutane-1,3-diamine dihydrobromide), C[O-].[Na+] (sodium methanolate), BrC#N (BrCN). The solvent is CO (MeOH), O (water). Reaction conditions: time 2 hour. The product is Br.CC1(N=C(NCC1)N)C (4,4-dimethyl-1,4,5,6-tetrahydropyrimidin-2-amine hydrobromide). Yield: 195.8%. RXN SMILES: Br.Br.[CH3:3][C:4]([NH2:9])([CH3:8])[CH2:5][CH2:6][NH2:7].C[O-].[Na+].[Br:13][C:14]#[N:15]>CO.O>[BrH:13].[CH3:3][C:4]1([CH3:8])[CH2:5][CH2:6][NH:7][C:14]([NH2:15])=[N:9]1 |f:0.1.2,3.4,8.9|. Procedure details: 1.95 g of 3-methylbutane-1,3-diamine dihydrobromide are suspended in 20 mL of MeOH, 1.2 g of sodium methanolate are added. The mixture is stirred at RT for 2 h. The mixture is filtered and then dry evaporated. The reaction crude is solubilized in 20 mL of water, cooled with an ice bath. 0.78 g of BrCN are added and stirred at RT for 12 h. The mixture is dry evaporated, 3 g (quantitative yield) of 4,4-dimethyl-1,4,5,6-tetrahydropyrimidin-2-amine hydrobromide are obtained as a translucent oil whic... Starting materials: CC1C(CN(CC1)C(=O)OCC1=CC=CC=C1)C(CNC=1N=C2C(=NC1)N(C=C2)S(=O)(=O)C2=CC=C(C)C=C2)=O (benzyl 4-methyl-3-(2-(5-tosyl-5H-pyrrolo[2,3-b]pyrazin-2-ylamino)acetyl)piperidine-1-carboxylate), COC=1C=CC(=CC1)P2(=S)SP(=S)(S2)C=3C=CC(=CC3)OC (Lawesson's reagent). Solvent: O1CCOCC1 (1,4-dioxane). Reaction conditions: temperature 60 celsius. The product is CC1C(CN(CC1)C(=O)OCC1=CC=CC=C1)C1=CN=C2N1C1=C(N=C2)N(C=C1)S(=O)(=O)C1=CC=C(C)C=C1 (benzyl 4-methyl-3-(3-tosyl-3H-imidazo[1,2-a]pyrrolo[2,3-e]pyrazin-8-yl)piperidine-1-carboxylate). Isolated yield 77.8%. As a reaction SMILES: [CH3:1][CH:2]1[CH2:7][CH2:6][N:5]([C:8]([O:10][CH2:11][C:12]2[CH:17]=[CH:16][CH:15]=[CH:14][CH:13]=2)=[O:9])[CH2:4][CH:3]1[C:18](=O)[CH2:19][NH:20][C:21]1[N:22]=[C:23]2[CH:29]=[CH:28][N:27]([S:30]([C:33]3[CH:39]=[CH:38][C:36]([CH3:37])=[CH:35][CH:34]=3)(=[O:32])=[O:31])[C:24]2=[N:25][CH:26]=1.COC1C=CC(P2(SP(C3C=CC(OC)=CC=3)(=S)S2)=S)=CC=1>O1CCOCC1>[CH3:1][CH:2]1[CH2:7][CH2:6][N:5]([C:8]([O:10][CH2:11][C:12]2[CH:13]=[CH:14][CH:15]=[CH:16][CH:17]=2)=[O:9])[CH2:4][CH:3]1[C:18]1[N:22]2[C:23]3[CH:29]=[CH:28][N:27]([S:30]([C:33]4[CH:34]=[CH:35][C:36]([CH3:37])=[CH:38][CH:39]=4)(=[O:32])=[O:31])[C:24]=3[N:25]=[CH:26][C:21]2=[N:20][CH:19]=1. Procedure: To the solution of benzyl 4-methyl-3-(2-(5-tosyl-5H-pyrrolo[2,3-b]pyrazin-2-ylamino)acetyl)piperidine-1-carboxylate (1.2 g, 2.2 mmol) in 1,4-dioxane (15 mL) was added Lawesson's reagent (0.44 g, 1.1 mmol) and the mixture was heated at about 60° C. for about 90 min. The solvent was removed under reduced pressure and the residue was purified by silica gel chromatography eluting with a gradient of 0-1.5% MeOH/DCM to yield benzyl 4-methyl-3-(3-tosyl-3H-imidazo[1,2-a]pyrrolo[2,3-e]pyrazin-8-yl)piperi... Reactants: CC1(C)CC(C)(C)c2ccc(C(=O)Oc3ccc(C(=O)OCc4ccccc4)cc3)cc2O1, CCOC(C)=O. Product: CC1(C)CC(C)(C)c2ccc(C(=O)Oc3ccc(C(=O)O)cc3)cc2O1. RXN SMILES: [CH2:1]([c:2]1[cH:3][cH:4][cH:5][cH:6][cH:7]1)[O:8][C:9]([c:10]1[cH:11][cH:12][c:13]([O:16][C:17](=[O:18])[c:19]2[cH:20][cH:21][c:22]3[c:27]([cH:28]2)[O:26][C:25]([CH3:29])([CH3:30])[CH2:24][C:23]3([CH3:31])[CH3:32])[cH:14][cH:15]1)=[O:33].[CH2:34]([O:35][C:36](=[O:37])[CH3:38])[CH3:39]>>[O:8]=[C:9]([c:10]1[cH:11][cH:12][c:13]([O:16][C:17](=[O:18])[c:19]2[cH:20][cH:21][c:22]3[c:27]([cH:28]2)[O:26][C:25]([CH3:29])([CH3:30])[CH2:24][C:23]3([CH3:31])[CH3:32])[cH:14][cH:15]1)[OH:33].